Task: describe an organic reaction: reactants, conditions, products, and yield. Dataset: the Open Reaction Database (ORD), a public repository of structured organic reaction records Starting materials: [Li]CCCC, CCCCCC, Cc1cc(C)cc(Sc2c(C(C)C)ncn2C)c1, CN(C)C=O, C1CCOC1. Yields the product Cc1cc(C)cc(Sc2c(C(C)C)nc(C=O)n2C)c1. As a reaction SMILES: [CH2:25]([Li:26])[CH2:27][CH2:28][CH3:29].[CH3:19][CH2:20][CH2:21][CH2:22][CH2:23][CH3:24].[CH3:1][c:2]1[cH:3][c:4]([S:9][c:10]2[c:11]([CH:16]([CH3:17])[CH3:18])[n:12][cH:13][n:14]2[CH3:15])[cH:5][c:6]([CH3:8])[cH:7]1.[CH3:30][N:31]([CH:32]=[O:33])[CH3:34].[O:35]1[CH2:36][CH2:37][CH2:38][CH2:39]1>>[CH3:1][c:2]1[cH:3][c:4]([S:9][c:10]2[c:11]([CH:16]([CH3:17])[CH3:18])[n:12][c:13]([CH:32]=[O:33])[n:14]2[CH3:15])[cH:5][c:6]([CH3:8])[cH:7]1. The reactants are ice, C=C1CC(=O)O1 (diketene), BrC1=CC=C(N)C=C1 (4-bromoaniline). Run in C1(=CC=CC=C1)C (toluene), C1(=CC=CC=C1)C (toluene). Conditions: time 5 hour. Yields the product BrC1=CC=C(C=C1)NC(CC(C)=O)=O (N-(4-bromophenyl)-3-oxobutyramide). RXN SMILES: [CH2:1]=[C:2]1[O:6][C:4](=[O:5])[CH2:3]1.[Br:7][C:8]1[CH:14]=[CH:13][C:11]([NH2:12])=[CH:10][CH:9]=1>C1(C)C=CC=CC=1>[Br:7][C:8]1[CH:14]=[CH:13][C:11]([NH:12][C:4](=[O:5])[CH2:3][C:2](=[O:6])[CH3:1])=[CH:10][CH:9]=1. Procedure: A solution of 25.72 mL (336 mmol) of diketene in 100 mL of toluene was added dropwise at 90° C. to a solution of 51.0 g (288 mmol) of 4-bromoaniline in 200 mL of toluene and the reaction mixture was kept at this temperature for 5 hours. The reaction solution was cooled in the ice bath, and the precipitate formed was filtered and washed with toluene until the product was virtually colorless. Subsequently it was dried at 50° C. in the circulating air dryer until a constant weight was obtained. Yie... The reactants are BrC1C(CC(C=2C(=NN(C12)C1=NC=CC=C1)C)=O)(C)C (7-bromo-1-(2-pyridyl)-3,6,6-trimethyl-4-oxo-4,5,6,7-tetrahydroindazole), S1C(=CC=C1)C(=O)[O-].[Na+] (sodium thiophenate), CN(C=O)C (N,N-dimethylformamide). The solvent is [Cl-].[Na+].O (brine). Conditions: time 5 hour. Product: C1(=CC=CC=C1)SC1C(CC(C=2C(=NN(C12)C1=NC=CC=C1)C)=O)(C)C (7-Phenylthio-1-(2-pyridyl)-3,6,6-trimethyl-4-oxo-4,5,6,7-tetrahydroindazole). Yield: 45.0%. RXN SMILES: Br[CH:2]1[C:10]2[N:9]([C:11]3[CH:16]=[CH:15][CH:14]=[CH:13][N:12]=3)[N:8]=[C:7]([CH3:17])[C:6]=2[C:5](=[O:18])[CH2:4][C:3]1([CH3:20])[CH3:19].[S:21]1[CH:25]=[CH:24][CH:23]=[C:22]1[C:26]([O-])=O.[Na+].[CH3:30]N(C)C=O>[Cl-].[Na+].O>[C:22]1([S:26][CH:2]2[C:10]3[N:9]([C:11]4[CH:16]=[CH:15][CH:14]=[CH:13][N:12]=4)[N:8]=[C:7]([CH3:17])[C:6]=3[C:5](=[O:18])[CH2:4][C:3]2([CH3:20])[CH3:19])[CH:30]=[CH:21][CH:25]=[CH:24][CH:23]=1 |f:1.2,4.5.6|. Procedure details: The solution of 7-bromo-1-(2-pyridyl)-3,6,6-trimethyl-4-oxo-4,5,6,7-tetrahydroindazole (0.6 g, 1.8 mmol), prepared as described in example 4, and sodium thiophenate (0.3 g, 2.24 mmol) in dry N,N-dimethylformamide (10 ml) was stirred at room temperature for about 5 hours and then poured into brine and extracted with dichloromethane. The combined organic layers were washed with brine, dried over sodium sulfate end evaporated. The residue was chromatographed on silica gel (cyclohexane:ethyl acetate... Reactants: O=C(n1ccnc1)n1ccnc1, CN(C)C=O, CC(C)n1cc2c3c(cccc31)C1CC(C(=O)O)CN(C)C1C2, NC1CCCC1O, O. The product is CC(C)n1cc2c3c(cccc31)C1CC(C(=O)NC3CCCC3O)CN(C)C1C2. RXN SMILES: [C:24]([n:25]1[cH:26][cH:27][n:28][cH:29]1)([n:30]1[cH:31][cH:32][n:33][cH:34]1)=[O:35].[CH3:44][N:45]([CH3:46])[CH:47]=[O:48].[CH:1]([CH3:2])([CH3:3])[n:4]1[cH:5][c:6]2[c:19]3[c:14]([cH:15][cH:16][cH:17][c:18]13)[CH:13]1[CH:8]([CH2:7]2)[N:9]([CH3:23])[CH2:10][CH:11]([C:20](=[O:21])[OH:22])[CH2:12]1.[NH2:36][CH:37]1[CH:38]([OH:42])[CH2:39][CH2:40][CH2:41]1.[OH2:43]>>[CH:1]([CH3:2])([CH3:3])[n:4]1[cH:5][c:6]2[c:19]3[c:14]([cH:15][cH:16][cH:17][c:18]13)[CH:13]1[CH:8]([CH2:7]2)[N:9]([CH3:23])[CH2:10][CH:11]([C:20](=[O:22])[NH:36][CH:37]2[CH:38]([OH:42])[CH2:39][CH2:40][CH2:41]2)[CH2:12]1. Reported procedure: To a stirred solution of 2-[4-(3-cyclopentyloxy-4-methoxyphenyl)piperidin-1-yl]-2-oxo-acetic acid ethyl ester (5.3 mmol, 2.0 g) in methanol (55 mL) was added hydroxylamine hydrochloride (21.2 mmol, 1.5 g) followed by potassium hydroxide/methanol solution (5M; 5.3 mL) dropwise at room temperature. A white solid precipitated out of solution as this reaction stirred overnight. The reaction mixture was diluted with H2O (250 mL), acidified with 1N HCl (60 mL) and extracted with EtOAc (2×500 mL). Each... The product is C1(CCCC1)OC=1C=C(C=CC1OC)C1CCN(CC1)C(C(=O)NO)=O (2-[4-(3-cyclopentyloxy-4-methoxyphenyl)piperidin-1-yl]-N-hydroxy-2-oxo-acetamide). RXN SMILES: C([O:3][C:4](=O)[C:5]([N:7]1[CH2:12][CH2:11][CH:10]([C:13]2[CH:18]=[CH:17][C:16]([O:19][CH3:20])=[C:15]([O:21][CH:22]3[CH2:26][CH2:25][CH2:24][CH2:23]3)[CH:14]=2)[CH2:9][CH2:8]1)=[O:6])C.Cl.[NH2:29][OH:30].[OH-].[K+].CO>CO>[CH:22]1([O:21][C:15]2[CH:14]=[C:13]([CH:10]3[CH2:11][CH2:12][N:7]([C:5](=[O:6])[C:4]([NH:29][OH:30])=[O:3])[CH2:8][CH2:9]3)[CH:18]=[CH:17][C:16]=2[O:19][CH3:20])[CH2:26][CH2:25][CH2:24][CH2:23]1 |f:1.2,3.4.5|. Starting materials: C(C)OC(C(=O)N1CCC(CC1)C1=CC(=C(C=C1)OC)OC1CCCC1)=O (2-[4-(3-cyclopentyloxy-4-methoxyphenyl)piperidin-1-yl]-2-oxo-acetic acid ethyl ester), Cl.NO (hydroxylamine hydrochloride), [OH-].[K+].CO (potassium hydroxide methanol). Run in CO (methanol). Reaction conditions: time 8 hour. Isolated yield 34.5%. The product is C(C)(C)C1=C(C(=O)NC2=CC=C(C=C2)N2C3=C(NC(CC2=O)=O)C2=CC=CC=C2C=C3)C=CC=C1 (5-[4-[(2-Isopropylbenzoyl)amino]phenyl]-1H-naphtho[1,2-b][1,4]diazepine-2,4(3H,5H)-dione). Reaction SMILES: [NH2:1][C:2]1[CH:7]=[CH:6][C:5]([N:8]2[C:14](=[O:15])[CH2:13][C:12](=[O:16])[NH:11][C:10]3[C:17]4[C:22]([CH:23]=[CH:24][C:9]2=3)=[CH:21][CH:20]=[CH:19][CH:18]=4)=[CH:4][CH:3]=1.[CH:25]([C:28]1[CH:36]=[CH:35][CH:34]=[CH:33][C:29]=1[C:30](Cl)=[O:31])([CH3:27])[CH3:26].NC1C=CC(N2C3C(=C4C(=CC=3)C=NC=C4)NC(=O)CC2=O)=CC=1>>[CH:25]([C:28]1[CH:36]=[CH:35][CH:34]=[CH:33][C:29]=1[C:30]([NH:1][C:2]1[CH:7]=[CH:6][C:5]([N:8]2[C:14](=[O:15])[CH2:13][C:12](=[O:16])[NH:11][C:10]3[C:17]4[C:22]([CH:23]=[CH:24][C:9]2=3)=[CH:21][CH:20]=[CH:19][CH:18]=4)=[CH:4][CH:3]=1)=[O:31])([CH3:27])[CH3:26]. Procedure details: By using 5-(4-aminophenyl)-1H-naphtho[1,2-b][1,4]diazepine-2,4(3H,5H)-dione (32 mg, 0.10 mmol) obtained in Example 1, (3), and 2-isopropylbenzoyl chloride (0.20 mmol), the title compound (16 mg, yield 35%) was obtained in the same manner as that of Example 1, (4). The reactants are NC1=CC=C(C=C1)N1C2=C(NC(CC1=O)=O)C1=CC=CC=C1C=C2 (5-(4-aminophenyl)-1H-naphtho[1,2-b][1,4]diazepine-2,4(3H,5H)-dione), NC1=CC=C(C=C1)N1C(CC(NC2=C3C=CN=CC3=CC=C21)=O)=O (5-(4-Aminophenyl)-1H-[1,4]diazepino[2,3-f]isoquinoline-2,4(3H,5H)-dione), C(C)(C)C1=C(C(=O)Cl)C=CC=C1 (2-isopropylbenzoyl chloride).